Dataset: the Open Reaction Database (ORD), a public repository of structured organic reaction records. Task: describe an organic reaction: reactants, conditions, products, and yield Reactants: COC(C1=CN=C(C=C1)OCC=1C(=NOC1)C1=CC=CC=C1)=O (6-(3-phenyl-isoxazol-4-ylmethoxy)-nicotinic acid methyl ester), NC1CCOCC1 (4-aminotetrahydropyran). The product is C1(=CC=CC=C1)C1=NOC=C1COC1=NC=C(C(=O)NC2CCOCC2)C=C1 (6-(3-Phenyl-isoxazol-4-ylmethoxy)-N-(tetrahydro-pyran-4-yl)-nicotinamide). Yield: 73.0%. RXN SMILES: CO[C:3](=[O:23])[C:4]1[CH:9]=[CH:8][C:7]([O:10][CH2:11][C:12]2[C:13]([C:17]3[CH:22]=[CH:21][CH:20]=[CH:19][CH:18]=3)=[N:14][O:15][CH:16]=2)=[N:6][CH:5]=1.[NH2:24][CH:25]1[CH2:30][CH2:29][O:28][CH2:27][CH2:26]1>>[C:17]1([C:13]2[C:12]([CH2:11][O:10][C:7]3[CH:8]=[CH:9][C:4]([C:3]([NH:24][CH:25]4[CH2:30][CH2:29][O:28][CH2:27][CH2:26]4)=[O:23])=[CH:5][N:6]=3)=[CH:16][O:15][N:14]=2)[CH:18]=[CH:19][CH:20]=[CH:21][CH:22]=1. Reported procedure: As described for example 321d, 6-(3-phenyl-isoxazol-4-ylmethoxy)-nicotinic acid methyl ester (67 mg, 0.21 mmol) was converted, using 4-aminotetrahydropyran instead of isopropylamine, to the title compound (60 mg, 73%) which was obtained as an off white solid. MS: m/e=380.2 [M+H]+. The reactants are FC1=CC=CC(=N1)C1=NN(C2=CN=C(C=C21)C=2C=NN(C2)C)C2OCCCC2 (3-(6-fluoropyridin-2-yl)-5-(1-methyl-1H-pyrazol-4-yl)-1-(tetrahydro-2H-pyran-2-yl)-1H-pyrazolo[3,4-c]pyridine), C(=O)(OC(C)(C)C)N[C@H]1CNCC1 ((R)-3-(Boc-amino)pyrrolidine), ether-ethyl acetate. Run in CS(=O)C (DMSO). Run at temperature 95 celsius, time 3 day. The product is CN1N=CC(=C1)C=1C=C2C(=CN1)N(N=C2C2=CC=CC(=N2)N2C[C@@H](CC2)NC(OC(C)(C)C)=O)C2OCCCC2 (tert-butyl (3R)-1-(6-(5-(1-methyl-1H-pyrazol-4-yl)-1-(tetrahydro-2H-pyran-2-yl)-1H-pyrazolo[3,4-c]pyridin-3-yl)pyridin-2-yl)pyrrolidin-3-ylcarbamate). The yield is 86.7%. RXN SMILES: F[C:2]1[N:7]=[C:6]([C:8]2[C:16]3[C:11](=[CH:12][N:13]=[C:14]([C:17]4[CH:18]=[N:19][N:20]([CH3:22])[CH:21]=4)[CH:15]=3)[N:10]([CH:23]3[CH2:28][CH2:27][CH2:26][CH2:25][O:24]3)[N:9]=2)[CH:5]=[CH:4][CH:3]=1.[C:29]([NH:36][C@@H:37]1[CH2:41][CH2:40][NH:39][CH2:38]1)([O:31][C:32]([CH3:35])([CH3:34])[CH3:33])=[O:30]>CS(C)=O>[CH3:22][N:20]1[CH:21]=[C:17]([C:14]2[CH:15]=[C:16]3[C:8]([C:6]4[N:7]=[C:2]([N:39]5[CH2:40][CH2:41][C@@H:37]([NH:36][C:29](=[O:30])[O:31][C:32]([CH3:34])([CH3:33])[CH3:35])[CH2:38]5)[CH:3]=[CH:4][CH:5]=4)=[N:9][N:10]([CH:23]4[CH2:28][CH2:27][CH2:26][CH2:25][O:24]4)[C:11]3=[CH:12][N:13]=2)[CH:18]=[N:19]1. Reported procedure: A mixture of 3-(6-fluoropyridin-2-yl)-5-(1-methyl-1H-pyrazol-4-yl)-1-(tetrahydro-2H-pyran-2-yl)-1H-pyrazolo[3,4-c]pyridine (50.0 mg, 0.13 mmol) and (R)-3-(Boc-amino)pyrrolidine (246.1 mg, 1.32 mmol) in DMSO (2.6 mL) in a sealed tube was stirred at 95° C. under N2 for 3 days. The cooled reaction mixture was diluted into 1:1 ether-ethyl acetate. The organic layer was washed with 10% aqueous citric acid until pH ˜4 to 5, water and brine, dried over Na2SO4, filtered, and evaporated in vacuo. The cru... The reactants are COC(=O)Cc1ccc2ncn(Cc3ccc(OC)cc3)c(=O)c2c1, CO, NN. The product is COc1ccc(Cn2cnc3ccc(CC(=O)NN)cc3c2=O)cc1. Reaction SMILES: [CH3:1][O:2][C:3]([CH2:4][c:5]1[cH:6][c:7]2[c:8](=[O:24])[n:9]([CH2:15][c:16]3[cH:17][cH:18][c:19]([O:22][CH3:23])[cH:20][cH:21]3)[cH:10][n:11][c:12]2[cH:13][cH:14]1)=[O:25].[CH3:28][OH:29].[NH2:26][NH2:27]>>[O:2]=[C:3]([CH2:4][c:5]1[cH:6][c:7]2[c:8](=[O:24])[n:9]([CH2:15][c:16]3[cH:17][cH:18][c:19]([O:22][CH3:23])[cH:20][cH:21]3)[cH:10][n:11][c:12]2[cH:13][cH:14]1)[NH:26][NH2:27]. Reactants: [N+](=O)([O-])C=1C=NN(C1)CC1COC1 (4-nitro-1-(oxetan-3-ylmethyl)pyrazole), [Li+].C[Si](C)(C)[N-][Si](C)(C)C (LHMDS), ClC(C(Cl)(Cl)Cl)(Cl)Cl (Hexachloroethane). Run in C1CCOC1 (THF), C1CCOC1 (THF). Reaction conditions: temperature -78 celsius, time 30 minute. The product is ClC1=C(C=NN1CC1COC1)[N+](=O)[O-] (5-chloro-4-nitro-1-(oxetan-3-ylmethyl)-1H-pyrazole). Yield: 94.7%. Reaction SMILES: [N+:1]([C:4]1[CH:5]=[N:6][N:7]([CH2:9][CH:10]2[CH2:13][O:12][CH2:11]2)[CH:8]=1)([O-:3])=[O:2].[Li+].C[Si]([N-][Si](C)(C)C)(C)C.[Cl:24]C(Cl)(Cl)C(Cl)(Cl)Cl>C1COCC1>[Cl:24][C:8]1[N:7]([CH2:9][CH:10]2[CH2:11][O:12][CH2:13]2)[N:6]=[CH:5][C:4]=1[N+:1]([O-:3])=[O:2] |f:1.2|. Procedure: To a solution of 4-nitro-1-(oxetan-3-ylmethyl)pyrazole (3200 mg, 17.47 mmol) in THF (80 mL) was added LHMDS (1M solution in THF, 22.7 mL, 22.7 mmol) dropwise at −78° C. over a period of 15 min. The resulting mixture was stirred at −78° C. for 30 min. Hexachloroethane (5.38 g, 22.7 mmol.) in THF (20 mL) was added at −78° C. dropwise. The resulting mixture was stirred at −78° C. for another 40 min. The reaction mixture was quenched with aqueous ammonium chloride and extracted with Ethyl acetate (×... RXN SMILES: [Si:1](Cl)([C:4]([CH3:7])([CH3:6])[CH3:5])([CH3:3])[CH3:2].C1(S([C:18]([F:21])([F:20])[F:19])(=O)=O)C=CC=CC=1>CN(C=O)C>[F:21][C:18]([Si:1]([C:4]([CH3:7])([CH3:6])[CH3:5])([CH3:3])[CH3:2])([F:19])[F:20]. Run in CN(C)C=O (DMF), CN(C)C=O (DMF). Conditions: temperature -30 celsius, time 1 hour. Starting materials: Mg, [Si](C)(C)(C(C)(C)C)Cl (t-butyldimethylsilyl chloride), C1(=CC=CC=C1)S(=O)(=O)C(F)(F)F (trifluoromethyl phenyl sulfone). The yield is 56.7%. Reported procedure: Into a dry 250 mL Schlenk flask under an argon atmosphere, was added 5.14 g Mg turnings (214 mmol) and 32.3 g (214 mmol) t-butyldimethylsilyl chloride in 150 mL DMF at −30° C. Subsequently, 15.0 g (71.4 mmol) of 1 in 10 mL DMF was added slowly via a syringe. The reaction mixture was stirred at room temperature at −30° C. for 1 h, and then at room temperature for another 2 h until all the starting material was consumed (19F NMR showed that the conversion was 75%). The reaction mixture was washed ... Yields the product FC(F)(F)[Si](C)(C)C(C)(C)C ((trifluoromethyl)t-butyldimethylsilane). Starting materials: C[O-].[Na+] (sodium methoxide), [N+](=O)([O-])C(C)C (2-nitropropane), CC1=C(C#N)C(=CC=C1CBr)NC(C)=O (2-methyl-3-bromomethyl-6-acetamidobenzonitrile). Solvent: CO (methanol). Run at time 15 minute. The product is C(C)(=O)NC1=C(C(=C(C=O)C=C1)C)C#N (4-Acetamido-3-cyano-2-methylbenzaldehyde). The yield is 52.8%. Reaction SMILES: C[O-].[Na+].[N+](C(C)C)([O-])=[O:5].[CH3:10][C:11]1[C:18]([CH2:19]Br)=[CH:17][CH:16]=[C:15]([NH:21][C:22](=[O:24])[CH3:23])[C:12]=1[C:13]#[N:14]>CO>[C:22]([NH:21][C:15]1[CH:16]=[CH:17][C:18]([CH:19]=[O:5])=[C:11]([CH3:10])[C:12]=1[C:13]#[N:14])(=[O:24])[CH3:23] |f:0.1|. Reported procedure: To a solution of sodium methoxide, 0.43 g, in 100 ml of methanol, was added 0.84 g of 2-nitropropane. After 15 min, 2 g of 2-methyl-3-bromomethyl-6-acetamidobenzonitrile was added and the resulting solution was stirred for 2.5 h at ambient temperature. The solvent was then evaporated at reduced pressure and the residue dissolved in chloroform. The chloroform solution was filtered, washed with H2O, dried and the solvent removed at reduced pressure. The residue was crystallized from chloroform-car... The reactants are Clc1ccccc1CBr, CCOC(=O)CP(=O)(OCC)OCC, CN(C)C=O, [H-], [Na+]. Yields the product CCOC(=O)C(Cc1ccccc1Cl)P(=O)(OCC)OCC. RXN SMILES: [Br:17][CH2:18][c:19]1[c:20]([Cl:25])[cH:21][cH:22][cH:23][cH:24]1.[CH2:1]([CH3:2])[O:3][P:4](=[O:5])([O:6][CH2:7][CH3:8])[CH2:9][C:10](=[O:11])[O:12][CH2:13][CH3:14].[CH3:26][N:27]([CH3:28])[CH:29]=[O:30].[H-:15].[Na+:16]>>[CH2:1]([CH3:2])[O:3][P:4](=[O:5])([O:6][CH2:7][CH3:8])[CH:9]([C:10](=[O:11])[O:12][CH2:13][CH3:14])[CH2:18][c:19]1[c:20]([Cl:25])[cH:21][cH:22][cH:23][cH:24]1.